Dataset: the Open Reaction Database (ORD), a public repository of structured organic reaction records. Task: describe an organic reaction: reactants, conditions, products, and yield Reactants: amide, C(#N)C=1C=C(COC2=C(C(=O)O)C=C(N=C2C)C2CC2)C=CC1 (3-(3-Cyano-benzyloxy)-6-cyclopropyl-2-methyl-isonicotinic acid), NC=1C=C(C#N)C=CC1 (3-aminobenzonitrile). The product is C(#N)C=1C=C(COC2=C(C(=O)NC3=CC(=CC=C3)C#N)C=C(N=C2C)C2CC2)C=CC1 (3-(3-Cyano-benzyloxy)-N-(3-cyano-phenyl)-6-cyclopropyl-2-methyl-isonicotinamide). Isolated yield 24.1%. As a reaction SMILES: [C:1]([C:3]1[CH:4]=[C:5]([CH:21]=[CH:22][CH:23]=1)[CH2:6][O:7][C:8]1[C:16]([CH3:17])=[N:15][C:14]([CH:18]2[CH2:20][CH2:19]2)=[CH:13][C:9]=1[C:10]([OH:12])=O)#[N:2].[NH2:24][C:25]1[CH:26]=[C:27]([CH:30]=[CH:31][CH:32]=1)[C:28]#[N:29]>>[C:1]([C:3]1[CH:4]=[C:5]([CH:21]=[CH:22][CH:23]=1)[CH2:6][O:7][C:8]1[C:16]([CH3:17])=[N:15][C:14]([CH:18]2[CH2:20][CH2:19]2)=[CH:13][C:9]=1[C:10]([NH:24][C:25]1[CH:32]=[CH:31][CH:30]=[C:27]([C:28]#[N:29])[CH:26]=1)=[O:12])#[N:2]. Reported procedure: The amide coupling of 3-(3-cyano-benzyloxy)-6-cyclopropyl-2-methyl-isonicotinic acid (189) (128 mg, 0.4 mmol) and 3-aminobenzonitrile (59 mg, 0.4 mol), as described in Example 67, gave 3-(3-cyano-benzyloxy)-N-(3-cyano-phenyl)-6-cyclopropyl-2-methyl-isonicotinamide (192) (39.4 mg, 23% yield). Reactants: C(C1=CC=CC=C1)OC1=C(C=C(C=C1)CC(=O)Cl)OC (4-Benzyloxy-3-methoxyphenylacetyl chloride), NCC1=CCOC2=C1C=CC=C2 (4-aminomethyl-2H-1-benzopyran). The product is lactam, C(C1=CC=CC=C1)OC1=C(C=C(C=C1)CC(=O)NCC1=CCOC2=C1C=CC=C2)OC (N-(4-benzyloxy-3-methoxyphenylacetyl)-4-aminomethyl-2H-1-benzopyran). As a reaction SMILES: [CH2:1]([O:8][C:9]1[CH:14]=[CH:13][C:12]([CH2:15][C:16](Cl)=[O:17])=[CH:11][C:10]=1[O:19][CH3:20])[C:2]1[CH:7]=[CH:6][CH:5]=[CH:4][CH:3]=1.[NH2:21][CH2:22][C:23]1[C:28]2[CH:29]=[CH:30][CH:31]=[CH:32][C:27]=2[O:26][CH2:25][CH:24]=1>>[CH2:1]([O:8][C:9]1[CH:14]=[CH:13][C:12]([CH2:15][C:16]([NH:21][CH2:22][C:23]2[C:28]3[CH:29]=[CH:30][CH:31]=[CH:32][C:27]=3[O:26][CH2:25][CH:24]=2)=[O:17])=[CH:11][C:10]=1[O:19][CH3:20])[C:2]1[CH:7]=[CH:6][CH:5]=[CH:4][CH:3]=1. Procedure: 4-Benzyloxy-3-methoxyphenylacetyl chloride, prepared as described in Example 4, and 4-aminomethyl-2H-1-benzopyran, prepared as described in Step 1 of Example 136, were condensed as described in Step 1 of Example 6 to give the lactam, N-(4-benzyloxy-3-methoxyphenylacetyl)-4-aminomethyl-2H-1-benzopyran. Reactants: O=C([O-])[O-], CC#N, Clc1cccnc1N1CCc2ncnc(Cl)c2C1, CC1(C)C(=O)Nc2cc(N)ccc21, [Na+], [Na+]. Product: CC1(C)C(=O)Nc2cc(Nc3ncnc4c3CN(c3ncccc3Cl)CC4)ccc21. As a reaction SMILES: [C:32](=[O:33])([O-:34])[O-:35].[CH3:38][C:39]#[N:40].[Cl:14][c:15]1[c:16]2[c:17]([n:18][cH:19][n:20]1)[CH2:21][CH2:22][N:23]([c:25]1[n:26][cH:27][cH:28][cH:29][c:30]1[Cl:31])[CH2:24]2.[NH2:1][c:2]1[cH:3][cH:4][c:5]2[c:9]([cH:10]1)[NH:8][C:7](=[O:11])[C:6]2([CH3:12])[CH3:13].[Na+:36].[Na+:37]>>[NH:1]([c:2]1[cH:3][cH:4][c:5]2[c:9]([cH:10]1)[NH:8][C:7](=[O:11])[C:6]2([CH3:12])[CH3:13])[c:15]1[c:16]2[c:17]([n:18][cH:19][n:20]1)[CH2:21][CH2:22][N:23]([c:25]1[n:26][cH:27][cH:28][cH:29][c:30]1[Cl:31])[CH2:24]2. The reactants are BrCCCBr, CS(C)=O, Cl, [K+], [OH-], O, N#CCc1cc2ccccc2s1. The product is N#CC1(c2cc3ccccc3s2)CCC1. Reaction SMILES: [Br:13][CH2:14][CH2:15][CH2:16][Br:17].[CH3:21][S:22](=[O:23])[CH3:24].[ClH:20].[K+:19].[OH-:18].[OH2:25].[s:1]1[c:2]2[c:3]([cH:4][c:5]1[CH2:6][C:7]#[N:8])[cH:9][cH:10][cH:11][cH:12]2>>[s:1]1[c:2]2[c:3]([cH:4][c:5]1[C:6]1([C:7]#[N:8])[CH2:14][CH2:15][CH2:16]1)[cH:9][cH:10][cH:11][cH:12]2. The reactants are N=1SN=C2C1C=CC(=C2)C2=C(C(C(O2)(C)C)=O)Br (5-(benzo[c][1,2,5]thiadiazol-5-yl)-4-bromo-2,2-dimethylfuran-3(2H)-one), N1=CC=CC2=CC=CC=C12 (quinoline), C(=O)([O-])[O-].[Cs+].[Cs+] (Cs2CO3). Reagents/catalysts: C1=CC=C(C=C1)P([C-]2C=CC=C2)C3=CC=CC=C3.C1=CC=C(C=C1)P([C-]2C=CC=C2)C3=CC=CC=C3.Cl[Pd]Cl.[Fe+2] (Pd(dppf)Cl2). Run in C1(=CC=CC=C1)C (toluene), O (water). Yields the product N=1SN=C2C1C=CC(=C2)C2=C(C(C(O2)(C)C)=O)C2=CC=C(C=C2)OCC2=NC1=CC=CC=C1C=C2 (5-(benzo[c][1,2,5]thiadiazol-5-yl)-2,2-dimethyl-4-(4-(quinolin-2-ylmethoxy)phenyl)furan-3(2H)-one). The yield is 18.5%. Reaction SMILES: [N:1]1[S:2][N:3]=[C:4]2[CH:9]=[C:8]([C:10]3[O:14][C:13]([CH3:16])([CH3:15])[C:12](=[O:17])[C:11]=3Br)[CH:7]=[CH:6][C:5]=12.[N:19]1[C:28]2[C:23](=[CH:24][CH:25]=[CH:26][CH:27]=2)[CH:22]=[CH:21][CH:20]=1.[C:29]([O-:32])([O-])=O.[Cs+].[Cs+]>C1(C)C=CC=CC=1.O.C1C=CC(P(C2C=CC=CC=2)[C-]2C=CC=C2)=CC=1.C1C=CC(P(C2C=CC=CC=2)[C-]2C=CC=C2)=CC=1.Cl[Pd]Cl.[Fe+2]>[N:1]1[S:2][N:3]=[C:4]2[CH:9]=[C:8]([C:10]3[O:14][C:13]([CH3:16])([CH3:15])[C:12](=[O:17])[C:11]=3[C:4]3[CH:9]=[CH:8][C:7]([O:32][CH2:29][C:20]4[CH:21]=[CH:22][C:23]5[C:28](=[CH:27][CH:26]=[CH:25][CH:24]=5)[N:19]=4)=[CH:6][CH:5]=3)[CH:7]=[CH:6][C:5]=12 |f:2.3.4,7.8.9.10|. Procedure details: A solution of 5-(benzo[c][1,2,5]thiadiazol-5-yl)-4-bromo-2,2-dimethylfuran-3(2H)-one (0.45 g, 1.465 mmol), 244-(4,4,5,5-tetramethyl-1,3,2-dioxaborolan-2-yl)phenoxy)methyl)quinoline (0.634 g, 1.759 mmol), and Cs2CO3 (2.3 g, 7.329 mmol) in toluene (10 mL) and water (5 mL) was degassed. Then, Pd(dppf)Cl2 (0.24 g, 0.293 mmol) was added under an inert atmosphere and the solution was again degassed. The reaction was then refluxed for 12 h, filtered through a pad of Celite® and the filtrate was diluted...